Task: describe an organic reaction: reactants, conditions, products, and yield. Dataset: the Open Reaction Database (ORD), a public repository of structured organic reaction records Starting materials: CC#CCOc1ccc(S(=O)(=O)N(C)C(CCCCl)C(=O)OC)cc1, CC(C)=O, [I-], [Na+]. The product is CC#CCOc1ccc(S(=O)(=O)N(C)C(CCCI)C(=O)OC)cc1. As a reaction SMILES: [CH2:1]([C:2]#[C:3][CH3:4])[O:5][c:6]1[cH:7][cH:8][c:9]([S:12](=[O:13])(=[O:14])[N:15]([CH:16]([C:17](=[O:18])[O:19][CH3:20])[CH2:21][CH2:22][CH2:23][Cl:24])[CH3:25])[cH:10][cH:11]1.[CH3:28][C:29](=[O:30])[CH3:31].[I-:27].[Na+:26]>>[CH2:1]([C:2]#[C:3][CH3:4])[O:5][c:6]1[cH:7][cH:8][c:9]([S:12](=[O:13])(=[O:14])[N:15]([CH:16]([C:17](=[O:18])[O:19][CH3:20])[CH2:21][CH2:22][CH2:23][I:27])[CH3:25])[cH:10][cH:11]1.